Task: describe an organic reaction: reactants, conditions, products, and yield. Dataset: the Open Reaction Database (ORD), a public repository of structured organic reaction records Reactants: CN1CC(C(=O)N(C)Cc2ccc(Cl)c(Cl)c2)=C(O)C1=O, NCCc1ccc(S(N)(=O)=O)cc1. Yields the product CN(Cc1ccc(Cl)c(Cl)c1)C(=O)C1=C(O)C(=O)N(CCc2ccc(S(N)(=O)=O)cc2)C1. As a reaction SMILES: [Cl:14][c:15]1[cH:16][c:17]([CH2:18][N:19]([C:20](=[O:21])[C:22]2=[C:26]([OH:27])[C:25](=[O:28])[N:24]([CH3:29])[CH2:23]2)[CH3:30])[cH:31][cH:32][c:33]1[Cl:34].[NH2:1][CH2:2][CH2:3][c:4]1[cH:5][cH:6][c:7]([S:10](=[O:11])(=[O:12])[NH2:13])[cH:8][cH:9]1>>[N:1]1([CH2:2][CH2:3][c:4]2[cH:5][cH:6][c:7]([S:10](=[O:11])(=[O:12])[NH2:13])[cH:8][cH:9]2)[CH2:23][C:22]([C:20]([N:19]([CH2:18][c:17]2[cH:16][c:15]([Cl:14])[c:33]([Cl:34])[cH:32][cH:31]2)[CH3:30])=[O:21])=[C:26]([OH:27])[C:25]1=[O:28].